From a dataset of the Open Reaction Database (ORD), a public repository of structured organic reaction records. describe an organic reaction: reactants, conditions, products, and yield As a reaction SMILES: [CH3:1][O:2][c:3]1[cH:4][cH:5][c:6]([P:7]2(=[S:10])[S:8][P:9]([c:11]3[cH:12][cH:13][c:14]([O:15][CH3:16])[cH:17][cH:18]3)(=[S:19])[S:20]2)[cH:21][cH:22]1.[CH3:23][NH:24][C:25]([C:26](=[N:27][O:28][CH3:29])[c:30]1[c:31]([CH2:36][O:37][c:38]2[cH:39][c:40]([O:44][CH:45]([CH3:46])[CH3:47])[cH:41][cH:42][cH:43]2)[cH:32][cH:33][cH:34][cH:35]1)=[O:48].[CH3:49][c:50]1[cH:51][cH:52][cH:53][cH:54][cH:55]1>>[S:10]=[C:25]([NH:24][CH3:23])[C:26](=[N:27][O:28][CH3:29])[c:30]1[c:31]([CH2:36][O:37][c:38]2[cH:39][c:40]([O:44][CH:45]([CH3:46])[CH3:47])[cH:41][cH:42][cH:43]2)[cH:32][cH:33][cH:34][cH:35]1. Product: CNC(=S)C(=NOC)c1ccccc1COc1cccc(OC(C)C)c1. Reactants: COc1ccc(P2(=S)SP(=S)(c3ccc(OC)cc3)S2)cc1, CNC(=O)C(=NOC)c1ccccc1COc1cccc(OC(C)C)c1, Cc1ccccc1. Starting materials: CC(C)COc1ccc(B2OCC(C)(C)CO2)cn1, Fc1cccc(F)c1C1=NC(c2ccc(Br)cc2)CO1, [Na+], [Na+], O=C([O-])[O-], c1ccc(P(c2ccccc2)(c2ccccc2)[Pd](P(c2ccccc2)(c2ccccc2)c2ccccc2)(P(c2ccccc2)(c2ccccc2)c2ccccc2)P(c2ccccc2)(c2ccccc2)c2ccccc2)cc1. The product is CC(C)COc1ccc(-c2ccc(C3COC(c4c(F)cccc4F)=N3)cc2)cn1. As a reaction SMILES: [CH3:21][C:22]1([CH3:23])[CH2:24][O:25][B:26]([c:28]2[cH:29][cH:30][c:31]([O:34][CH2:35][CH:36]([CH3:37])[CH3:38])[n:32][cH:33]2)[O:27][CH2:39]1.[F:1][c:2]1[c:3]([C:9]2=[N:13][CH:12]([c:14]3[cH:15][cH:16][c:17]([Br:20])[cH:18][cH:19]3)[CH2:11][O:10]2)[c:4]([F:8])[cH:5][cH:6][cH:7]1.[Na+:40].[Na+:41].[O-:42][C:43](=[O:44])[O-:45].[cH:46]1[cH:47][cH:48][c:49]([P:50]([Pd:51]([P:52]([c:53]2[cH:54][cH:55][cH:56][cH:57][cH:58]2)([c:59]2[cH:60][cH:61][cH:62][cH:63][cH:64]2)[c:65]2[cH:66][cH:67][cH:68][cH:69][cH:70]2)([P:71]([c:72]2[cH:73][cH:74][cH:75][cH:76][cH:77]2)([c:78]2[cH:79][cH:80][cH:81][cH:82][cH:83]2)[c:84]2[cH:85][cH:86][cH:87][cH:88][cH:89]2)[P:90]([c:91]2[cH:92][cH:93][cH:94][cH:95][cH:96]2)([c:97]2[cH:98][cH:99][cH:100][cH:101][cH:102]2)[c:103]2[cH:104][cH:105][cH:106][cH:107][cH:108]2)([c:109]2[cH:110][cH:111][cH:112][cH:113][cH:114]2)[c:115]2[cH:116][cH:117][cH:118][cH:119][cH:120]2)[cH:121][cH:122]1>>[F:1][c:2]1[c:3]([C:9]2=[N:13][CH:12]([c:14]3[cH:15][cH:16][c:17](-[c:28]4[cH:29][cH:30][c:31]([O:34][CH2:35][CH:36]([CH3:37])[CH3:38])[n:32][cH:33]4)[cH:18][cH:19]3)[CH2:11][O:10]2)[c:4]([F:8])[cH:5][cH:6][cH:7]1.